This data is from the Open Reaction Database (ORD), a public repository of structured organic reaction records. The task is: describe an organic reaction: reactants, conditions, products, and yield Starting materials: CCc1cnc(CC)c(NC2c3ccccc3CC2O)n1, COc1ccc2c(c1)CCCC2N. Yields the product CCc1cnc(CC)c(NC2CCCc3cc(OC)ccc32)n1. As a reaction SMILES: [CH2:1]([CH3:2])[c:3]1[c:4]([NH:11][CH:12]2[c:13]3[c:14]([cH:15][cH:16][cH:17][cH:18]3)[CH2:19][CH:20]2[OH:21])[n:5][c:6]([CH2:9][CH3:10])[cH:7][n:8]1.[CH3:22][O:23][c:24]1[cH:25][c:26]2[c:31]([cH:32][cH:33]1)[CH:30]([NH2:34])[CH2:29][CH2:28][CH2:27]2>>[CH2:1]([CH3:2])[c:3]1[c:4]([NH:34][CH:30]2[CH2:29][CH2:28][CH2:27][c:26]3[cH:25][c:24]([O:23][CH3:22])[cH:33][cH:32][c:31]32)[n:5][c:6]([CH2:9][CH3:10])[cH:7][n:8]1. The reactants are COc1ccc(C(=O)O)cc1OC(C)=O, O=C(Cl)C(=O)Cl, CN(C)C=O. Product: COc1ccc(C(=O)Cl)cc1OC(C)=O. As a reaction SMILES: [C:1]([CH3:2])(=[O:3])[O:4][c:5]1[cH:6][c:7]([C:8](=[O:9])[OH:10])[cH:11][cH:12][c:13]1[O:14][CH3:15].[Cl:16][C:17]([C:18]([Cl:19])=[O:20])=[O:21].[O:22]=[CH:23][N:24]([CH3:25])[CH3:26]>>[C:1]([CH3:2])(=[O:3])[O:4][c:5]1[cH:6][c:7]([C:8](=[O:9])[Cl:16])[cH:11][cH:12][c:13]1[O:14][CH3:15]. Reactants: C=Cc1ccc2c(ccn2C(=O)OC(C)(C)C)c1, C1CCOC1, ClCCl, B1C2CCCC1CCC2, O. The product is CC(C)(C)OC(=O)n1ccc2cc(CCO)ccc21. RXN SMILES: [C:1]([CH3:2])([CH3:3])([CH3:4])[O:5][C:6](=[O:7])[n:8]1[cH:9][cH:10][c:11]2[cH:12][c:13]([CH:17]=[CH2:18])[cH:14][cH:15][c:16]12.[CH2:28]1[CH2:31][CH2:30][CH2:29][O:32]1.[CH2:34]([Cl:35])[Cl:36].[CH:19]12[CH2:20][CH2:21][CH2:22][CH:23]([BH:24]1)[CH2:25][CH2:26][CH2:27]2.[OH2:33]>>[C:1]([CH3:2])([CH3:3])([CH3:4])[O:5][C:6](=[O:7])[n:8]1[cH:9][cH:10][c:11]2[cH:12][c:13]([CH2:17][CH2:18][OH:32])[cH:14][cH:15][c:16]12.